Dataset: the Open Reaction Database (ORD), a public repository of structured organic reaction records. Task: describe an organic reaction: reactants, conditions, products, and yield Reported procedure: Sodium triacetoxyborohydride (2.4 g, 11.3 mmol) was added to a solution of 4-((1R)-1-phenylethyl)-(2S)-2-(4-(N-((3R)-tetrahydrofuran-3yl)amino)phenyl)morpholine (1.3 g, 3.69 mmol) and formalin (35%, 1.6 g, 18.6 mmol) in dichloroethane (50 mL) at room temperature. After stirring for 2 hours, the resulting suspension was partitioned between ethyl acetate and 1 N sodium hydroxide. The aqueous layer was extracted with ethyl acetate. The combined organic layer was washed with brine, dried over magnes... Run at time 2 hour. Yields the product CN([C@H]1COCC1)C1=CC=C(C=C1)[C@H]1CN(CCO1)[C@H](C)C1=CC=CC=C1 ((2S)-2-(4-(N-methyl-N-((3R)-tetrahydrofuran-3-yl)amino)phenyl)-4-((1R)-1-phenylethyl)morpholine). Isolated yield 99.8%. Reactants: C(C)(=O)O[BH-](OC(C)=O)OC(C)=O.[Na+] (Sodium triacetoxyborohydride), C1(=CC=CC=C1)[C@@H](C)N1C[C@@H](OCC1)C1=CC=C(C=C1)N[C@H]1COCC1 (4-((1R)-1-phenylethyl)-(2S)-2-(4-(N-((3R)-tetrahydrofuran-3yl)amino)phenyl)morpholine), C=O (formalin). Solvent: ClC(C)Cl (dichloroethane). RXN SMILES: [C:1](O[BH-](OC(=O)C)OC(=O)C)(=O)C.[Na+].[C:15]1([C@H:21]([N:23]2[CH2:28][CH2:27][O:26][C@@H:25]([C:29]3[CH:34]=[CH:33][C:32]([NH:35][C@@H:36]4[CH2:40][CH2:39][O:38][CH2:37]4)=[CH:31][CH:30]=3)[CH2:24]2)[CH3:22])[CH:20]=[CH:19][CH:18]=[CH:17][CH:16]=1.C=O>ClC(Cl)C>[CH3:1][N:35]([C:32]1[CH:33]=[CH:34][C:29]([C@@H:25]2[O:26][CH2:27][CH2:28][N:23]([C@@H:21]([C:15]3[CH:20]=[CH:19][CH:18]=[CH:17][CH:16]=3)[CH3:22])[CH2:24]2)=[CH:30][CH:31]=1)[C@@H:36]1[CH2:40][CH2:39][O:38][CH2:37]1 |f:0.1|. The reactants are C1COCCO1, CC1(C)OB(c2ccc(C(=O)NC3CC3)s2)OC1(C)C, [K+], [K+], CCOc1nc(N)nc2ccc(Cl)nc12, O=C([O-])[O-], O, c1ccc(P(c2ccccc2)(c2ccccc2)[Pd](P(c2ccccc2)(c2ccccc2)c2ccccc2)(P(c2ccccc2)(c2ccccc2)c2ccccc2)P(c2ccccc2)(c2ccccc2)c2ccccc2)cc1. Yields the product CCOc1nc(N)nc2ccc(-c3ccc(C(=O)NC4CC4)s3)nc12. Reaction SMILES: [CH2:42]1[O:43][CH2:44][CH2:45][O:46][CH2:47]1.[CH:16]1([NH:19][C:20](=[O:21])[c:22]2[s:23][c:24]([B:27]3[O:28][C:29]([CH3:30])([CH3:31])[C:32]([CH3:33])([CH3:34])[O:35]3)[cH:25][cH:26]2)[CH2:17][CH2:18]1.[K+:36].[K+:37].[NH2:1][c:2]1[n:3][c:4]([O:13][CH2:14][CH3:15])[c:5]2[c:6]([n:7]1)[cH:8][cH:9][c:10]([Cl:12])[n:11]2.[O-:38][C:39]([O-:40])=[O:41].[OH2:48].[cH:49]1[cH:50][cH:51][c:52]([P:53]([Pd:54]([P:55]([c:56]2[cH:57][cH:58][cH:59][cH:60][cH:61]2)([c:62]2[cH:63][cH:64][cH:65][cH:66][cH:67]2)[c:68]2[cH:69][cH:70][cH:71][cH:72][cH:73]2)([P:74]([c:75]2[cH:76][cH:77][cH:78][cH:79][cH:80]2)([c:81]2[cH:82][cH:83][cH:84][cH:85][cH:86]2)[c:87]2[cH:88][cH:89][cH:90][cH:91][cH:92]2)[P:93]([c:94]2[cH:95][cH:96][cH:97][cH:98][cH:99]2)([c:100]2[cH:101][cH:102][cH:103][cH:104][cH:105]2)[c:106]2[cH:107][cH:108][cH:109][cH:110][cH:111]2)([c:112]2[cH:113][cH:114][cH:115][cH:116][cH:117]2)[c:118]2[cH:119][cH:120][cH:121][cH:122][cH:123]2)[cH:124][cH:125]1>>[NH2:1][c:2]1[n:3][c:4]([O:13][CH2:14][CH3:15])[c:5]2[c:6]([n:7]1)[cH:8][cH:9][c:10](-[c:24]1[s:23][c:22]([C:20]([NH:19][CH:16]3[CH2:17][CH2:18]3)=[O:21])[cH:26][cH:25]1)[n:11]2. The reactants are CCOC=C(C#N)C(=O)NC(=O)OCC, CCO, Nc1c(F)cccc1F. The product is CCOC(=O)NC(=O)C(C#N)=CNc1c(F)cccc1F. As a reaction SMILES: [C:1](#[N:2])[C:3]([C:4](=[O:5])[NH:6][C:7](=[O:8])[O:9][CH2:10][CH3:11])=[CH:12][O:13][CH2:14][CH3:15].[CH3:25][CH2:26][OH:27].[F:16][c:17]1[c:18]([NH2:19])[c:20]([F:24])[cH:21][cH:22][cH:23]1>>[C:1](#[N:2])[C:3]([C:4](=[O:5])[NH:6][C:7](=[O:8])[O:9][CH2:10][CH3:11])=[CH:12][NH:19][c:18]1[c:17]([F:16])[cH:23][cH:22][cH:21][c:20]1[F:24]. The reactants are Br, CCO, N#CC#N, Nc1ccc(C(=O)c2ccccc2)cc1CNCCNC(=O)C1CCCCC1. As a reaction SMILES: [Br:29].[CH3:34][CH2:35][OH:36].[N:30]#[C:31][C:32]#[N:33].[NH2:1][c:2]1[c:3]([CH2:4][NH:5][CH2:6][CH2:7][NH:8][C:9](=[O:10])[CH:11]2[CH2:12][CH2:13][CH2:14][CH2:15][CH2:16]2)[cH:17][c:18]([C:21]([c:22]2[cH:23][cH:24][cH:25][cH:26][cH:27]2)=[O:28])[cH:19][cH:20]1>>[N:1]1=[C:31]([NH2:30])[N:5]([CH2:6][CH2:7][NH:8][C:9](=[O:10])[CH:11]2[CH2:12][CH2:13][CH2:14][CH2:15][CH2:16]2)[CH2:4][c:3]2[c:2]1[cH:20][cH:19][c:18]([C:21]([c:22]1[cH:23][cH:24][cH:25][cH:26][cH:27]1)=[O:28])[cH:17]2. Product: NC1=Nc2ccc(C(=O)c3ccccc3)cc2CN1CCNC(=O)C1CCCCC1. The reactants are ClC1=NC(=C2N=CN(C2=N1)[C@H]1[C@@H]([C@@H]([C@H](C1)NC(CO)=O)O)O)NCC(C1=CC=CC=C1)C1=CC=CC=C1 (N-{(1S,2R,3S,4R)-4-[2-chloro-6-(2,2-diphenyl-ethylamino)-purin-9-yl]-2,3-dihydroxy-cyclopentyl}-2-hydroxy-acetamide), C1(=CC=CC=C1)C(CNC1=C2N=CN(C2=NC(=N1)N1C[C@@H](CC1)NC(=O)N[C@H]1CNCC1)[C@H]1[C@@H]([C@@H]([C@H](C1)NC(CO)=O)O)O)C1=CC=CC=C1 (N-((1S,2R,3S,4R)-4-{6-(2,2-Diphenyl-ethylamino)-2-[(R)-3-((R)-3-pyrrolidin-3-ylureido)-pyrrolidin-1-yl]-purin-9-yl}-2,3-dihydroxy-cyclopentyl)-2-hydroxy-acetamide), N1C[C@@H](CC1)NC(=O)C1=NOC(=C1)C (5-methyl-isoxazole-3-carboxylic acid (R)-pyrrolidin-3-ylamide), Intermediate B, N1C[C@@H](CC1)NC(=O)C1=NOC(=C1)C (5-methyl-isoxazole-3-carboxylic acid (R)-pyrrolidin-3-ylamide), C(CC)(=O)N (propionamide), C(C)(C)(C)OC(N(C(CC)=O)[C@@H]1[C@H]([C@H]([C@@H](C1)N1C2=NC(=NC(=C2N=C1)Cl)Cl)O)O)=O ([(1S,2R,3S,4R)-4-(2,6-dichloro-purin-9-yl)-2,3-dihydroxy-cyclopentyl]-propionyl-carbamic acid tert-butyl ester), C(C)(C)(C)OC(N(C(CC)=O)[C@@H]1[C@H]([C@H]([C@@H](C1)N1C2=NC(=NC(=C2N=C1)Cl)Cl)O)O)=O ([(1S,2R,3S,4R)-4-(2,6-dichloro-purin-9-yl)-2,3-dihydroxy-cyclopentyl]-propionyl-carbamic acid tert-butyl ester), ClC1=NC(=C2N=CN(C2=N1)[C@H]1[C@@H]([C@@H]([C@H](C1)NC(CC)=O)O)O)NC(CC)CC (N-{(1S,2R,3S,4R)-4-[2-Chloro-6-(1-ethyl-propylamino)-purin-9-yl]-2,3-dihydroxy-cyclopentyl}-propionamide), amine. The product is Cl.O[C@H]1[C@@H](C[C@@H]([C@H]1O)NC(CC)=O)N1C2=NC(=NC(=C2N=C1)NC(CC)CC)N1C[C@@H](CC1)NC(=O)C1=NOC(=C1)C (5-Methyl-isoxazole-3-carboxylic acid {(R)-1-[9-((1R,2S,3R,4S)-2,3-dihydroxy-4-propionylamino-cyclopentyl)-6-(1-ethyl-propylamino)-9H-purin-2-yl]-pyrrolidin-3-yl}-amide hydrochloride). Reaction SMILES: C1([CH:7]([C:45]2C=CC=CC=2)[CH2:8][NH:9][C:10]2[N:18]=[C:17]([N:19]3[CH2:23][CH2:22][C@@H:21]([NH:24][C:25](N[C@@H]4CCNC4)=[O:26])[CH2:20]3)[N:16]=[C:15]3[C:11]=2[N:12]=[CH:13][N:14]3[C@@H:33]2[CH2:37][C@H:36]([NH:38][C:39](=[O:42])CO)[C@@H:35]([OH:43])[C@H:34]2[OH:44])C=CC=CC=1.[Cl:51]C1N=C2C(N=CN2[C@@H:61]2C[C@H:64]([NH:66]C(=O)CO)[C@@H:63](O)[C@H:62]2[OH:72])=C(NCC(C2C=CC=CC=2)C2C=CC=CC=2)N=1.ClC1N=C2[C:92](N=CN2[C@@H]2C[C@H](NC(=O)CC)[C@@H](O)[C@H]2O)=[C:91](NC(CC)CC)N=1.[C:116](OC(=O)N([C@H]1C[C@@H](N2C=NC3C2=NC(Cl)=NC=3Cl)[C@H](O)[C@@H]1O)C(=O)CC)(C)(C)[CH3:117].C(N)(=O)CC.N1CC[C@@H](NC(C2C=C(C)ON=2)=O)C1>>[ClH:51].[OH:44][C@@H:34]1[C@H:35]([OH:43])[C@@H:36]([NH:38][C:39](=[O:42])[CH2:91][CH3:92])[CH2:37][C@H:33]1[N:14]1[CH:13]=[N:12][C:11]2[C:15]1=[N:16][C:17]([N:19]1[CH2:23][CH2:22][C@@H:21]([NH:24][C:25]([C:64]3[CH:63]=[C:62]([CH3:61])[O:72][N:66]=3)=[O:26])[CH2:20]1)=[N:18][C:10]=2[NH:9][CH:8]([CH2:116][CH3:117])[CH2:7][CH3:45] |f:6.7|. Procedure details: This compound is prepared analogously to N-((1S,2R,3S,4R)-4-{6-(2,2-diphenyl-ethylamino)-2-[(R)-3-((R)-3-pyrrolidin-3-ylureido)-pyrrolidin-1-yl]-purin-9-yl}-2,3-dihydroxy-cyclopentyl)-2-hydroxy-acetamide (Example 15) by replacing N-{(1S,2R,3S,4R)-4-[2-chloro-6-(2,2-diphenyl-ethylamino)-purin-9-yl]-2,3-dihydroxy-cyclopentyl}-2-hydroxy-acetamide (Intermediate Q) with N-{(1S,2R,3S,4R)-4-[2-Chloro-6-(1-ethyl-propylamino)-purin-9-yl]-2,3-dihydroxy-cyclopentyl}-propionamide [prepared from [(1S,2R,3S,4... The reactants are ClC1=C(OC=2C=C(C#N)C=CC2)C=CC(=C1)[N+](=O)[O-] (3-(2-chloro-4-nitrophenoxy)benzonitrile), [Cl-].[Ca+2].[Cl-] (calcium chloride), Reduced iron. The solvent is C(C)O.O (ethanol water). Conditions: temperature 100 celsius, time 10 minute. Product: NC1=CC(=C(OC=2C=C(C#N)C=CC2)C=C1)Cl (3-(4-amino-2-chlorophenoxy)benzonitrile). The yield is 70.2%. RXN SMILES: [Cl:1][C:2]1[CH:16]=[C:15]([N+:17]([O-])=O)[CH:14]=[CH:13][C:3]=1[O:4][C:5]1[CH:6]=[C:7]([CH:10]=[CH:11][CH:12]=1)[C:8]#[N:9].[Cl-].[Ca+2].[Cl-]>C(O)C.O>[NH2:17][C:15]1[CH:14]=[CH:13][C:3]([O:4][C:5]2[CH:6]=[C:7]([CH:10]=[CH:11][CH:12]=2)[C:8]#[N:9])=[C:2]([Cl:1])[CH:16]=1 |f:1.2.3,4.5|. Procedure details: To a solution of 3-(2-chloro-4-nitrophenoxy)benzonitrile (2.0 g) in ethanol/water (9:1, 40 mL) was added calcium chloride (90%, 449 mg), and the mixture was stirred at 100° C. for 10 min. Reduced iron (90%, 2.7 g) was added at room temperature, and the mixture was stirred at 100° C. for 5 hrs. After the completion of the reaction, the reaction mixture was filtered (celite), and the filtrate was concentrated under reduced pressure. Water was added to the residue and the mixture was diluted with e... Procedure details: In the manner given in Example 1, 2-chloro-6-fluoro-4-(o-chlorophenyl)quinoline is reacted at reflux with hydrazine hydrate to give 6-fluoro-4-(o-chlorophenyl)-2-hydrazinoquinoline. Product: FC=1C=C2C(=CC(=NC2=CC1)NN)C1=C(C=CC=C1)Cl (6-fluoro-4-(o-chlorophenyl)-2-hydrazinoquinoline). The reactants are ClC1=NC2=CC=C(C=C2C(=C1)C1=C(C=CC=C1)Cl)F (2-chloro-6-fluoro-4-(o-chlorophenyl)quinoline), O.NN (hydrazine hydrate). RXN SMILES: Cl[C:2]1[CH:11]=[C:10]([C:12]2[CH:17]=[CH:16][CH:15]=[CH:14][C:13]=2[Cl:18])[C:9]2[C:4](=[CH:5][CH:6]=[C:7]([F:19])[CH:8]=2)[N:3]=1.O.[NH2:21][NH2:22]>>[F:19][C:7]1[CH:8]=[C:9]2[C:4](=[CH:5][CH:6]=1)[N:3]=[C:2]([NH:21][NH2:22])[CH:11]=[C:10]2[C:12]1[CH:17]=[CH:16][CH:15]=[CH:14][C:13]=1[Cl:18] |f:1.2|.